This data is from the Open Reaction Database (ORD), a public repository of structured organic reaction records. The task is: describe an organic reaction: reactants, conditions, products, and yield Starting materials: COC(=O)c1ccc(C2(C(=O)O)CCCCC2)cc1, CN(C)C=O, O=C(Cl)C(=O)Cl, ClCCl. Product: COC(=O)c1ccc(C2(C(=O)Cl)CCCCC2)cc1. RXN SMILES: [CH3:1][O:2][C:3](=[O:4])[c:5]1[cH:6][cH:7][c:8]([C:11]2([C:17](=[O:18])[OH:19])[CH2:12][CH2:13][CH2:14][CH2:15][CH2:16]2)[cH:9][cH:10]1.[CH3:26][N:27]([CH3:28])[CH:29]=[O:30].[Cl:20][C:21]([C:22]([Cl:23])=[O:24])=[O:25].[Cl:31][CH2:32][Cl:33]>>[CH3:1][O:2][C:3](=[O:4])[c:5]1[cH:6][cH:7][c:8]([C:11]2([C:17](=[O:19])[Cl:20])[CH2:12][CH2:13][CH2:14][CH2:15][CH2:16]2)[cH:9][cH:10]1. Reactants: COc1cc(CO[Si](C)(C)C(C)(C)C)ccc1C1(O)C(=O)Nc2ccc(Cl)cc21, O=C([O-])C(F)(F)F, CN(C)C(=O)C1CC(O)CN1. The product is COc1cc(CO[Si](C)(C)C(C)(C)C)ccc1C1(N2CC(O)CC2C(=O)N(C)C)C(=O)Nc2ccc(Cl)cc21. As a reaction SMILES: [C:1]([CH3:2])([CH3:3])([CH3:4])[Si:5]([O:6][CH2:7][c:8]1[cH:9][c:10]([O:26][CH3:27])[c:11]([C:14]2([OH:25])[C:15](=[O:24])[NH:16][c:17]3[cH:18][cH:19][c:20]([Cl:23])[cH:21][c:22]32)[cH:12][cH:13]1)([CH3:28])[CH3:29].[O-:41][C:42]([C:43]([F:44])([F:45])[F:46])=[O:47].[OH:30][CH:31]1[CH2:32][CH:33]([C:36](=[O:37])[N:38]([CH3:39])[CH3:40])[NH:34][CH2:35]1>>[C:1]([CH3:2])([CH3:3])([CH3:4])[Si:5]([O:6][CH2:7][c:8]1[cH:9][c:10]([O:26][CH3:27])[c:11]([C:14]2([N:34]3[CH:33]([C:36](=[O:37])[N:38]([CH3:39])[CH3:40])[CH2:32][CH:31]([OH:30])[CH2:35]3)[C:15](=[O:24])[NH:16][c:17]3[cH:18][cH:19][c:20]([Cl:23])[cH:21][c:22]32)[cH:12][cH:13]1)([CH3:28])[CH3:29]. Starting materials: Cl, CC(CO)ON, CC(=O)c1cnc2nnn(Cc3ccc4ncccc4c3)c2n1. Yields the product CC(=NOC(C)CO)c1cnc2nnn(Cc3ccc4ncccc4c3)c2n1. Reaction SMILES: [ClH:24].[NH2:25][O:26][CH:27]([CH2:28][OH:29])[CH3:30].[n:1]1[cH:2][cH:3][cH:4][c:5]2[cH:6][c:7]([CH2:11][n:12]3[n:13][n:14][c:15]4[c:16]3[n:17][c:18]([C:21]([CH3:22])=[O:23])[cH:19][n:20]4)[cH:8][cH:9][c:10]12>>[n:1]1[cH:2][cH:3][cH:4][c:5]2[cH:6][c:7]([CH2:11][n:12]3[n:13][n:14][c:15]4[c:16]3[n:17][c:18]([C:21]([CH3:22])=[N:25][O:26][CH:27]([CH2:28][OH:29])[CH3:30])[cH:19][n:20]4)[cH:8][cH:9][c:10]12.